Task: describe an organic reaction: reactants, conditions, products, and yield. Dataset: the Open Reaction Database (ORD), a public repository of structured organic reaction records The reactants are Cc1cnc2c(c1)CCCC2C(N)=O, S, c1ccncc1. The product is Cc1cnc2c(c1)CCCC2C(N)=S. Reaction SMILES: [CH3:1][c:2]1[cH:3][n:4][c:5]2[c:10]([cH:11]1)[CH2:9][CH2:8][CH2:7][CH:6]2[C:12](=[O:13])[NH2:14].[SH2:15].[cH:16]1[cH:17][cH:18][n:19][cH:20][cH:21]1>>[CH3:1][c:2]1[cH:3][n:4][c:5]2[c:10]([cH:11]1)[CH2:9][CH2:8][CH2:7][CH:6]2[C:12]([NH2:14])=[S:15]. As a reaction SMILES: [F:1][C:2]([O:3][c:5]1[c:6]([CH3:12])[cH:7][cH:8][cH:9][c:10]1[CH3:11])=[O:4].[FH:13]>>[c:5]1([F:13])[c:6]([CH3:12])[cH:7][cH:8][cH:9][c:10]1[CH3:11]. Reactants: Cc1cccc(C)c1OC(=O)F, F. Yields the product Cc1cccc(C)c1F.